This data is from the Open Reaction Database (ORD), a public repository of structured organic reaction records. The task is: describe an organic reaction: reactants, conditions, products, and yield Starting materials: [Mg] (magnesium), B(OC)(OC)OC (trimethyl borate), BrCCBr (1,2-dibromoethane), BrC=1C=C(N(C2=CC=CC=C2)C2=CC=CC=C2)C=CC1 (3-bromo-N,N-diphenylaniline). Run in C1CCOC1 (THF), C1CCOC1 (THF). Product: C1(=CC=CC=C1)N(C=1C=C(C=CC1)B1OCCO1)C1=CC=CC=C1 (2-(3-Diphenylaminophenyl)-1,3,2-dioxaborolane). Isolated yield 88.0%. Reaction SMILES: [Mg].BrCCBr.Br[C:7]1[CH:8]=[C:9]([CH:23]=[CH:24][CH:25]=1)[N:10]([C:17]1[CH:22]=[CH:21][CH:20]=[CH:19][CH:18]=1)[C:11]1[CH:16]=[CH:15][CH:14]=[CH:13][CH:12]=1.[B:26](OC)([O:29][CH3:30])[O:27][CH3:28]>C1COCC1>[C:11]1([N:10]([C:17]2[CH:22]=[CH:21][CH:20]=[CH:19][CH:18]=2)[C:9]2[CH:8]=[C:7]([B:26]3[O:29][CH2:30][CH2:28][O:27]3)[CH:25]=[CH:24][CH:23]=2)[CH:12]=[CH:13][CH:14]=[CH:15][CH:16]=1. Procedure details: First, 0.45 g of magnesium and 5 ml of THF were suspended, and a tiny amount of 1,2-dibromoethane was added to the obtained suspension. A mixed solution of 3.0 g of 3-bromo-N,N-diphenylaniline and 30 mL of THF was dripped to this suspension, and the mixture was stirred while being heated under reflux for 1.5 hours to cause a reaction. After the reaction, the solution which was naturally cooled to room temperature was cooled to −78° C., and 1.95 g of trimethyl borate was added thereto. The mixtur...